Dataset: the Open Reaction Database (ORD), a public repository of structured organic reaction records. Task: describe an organic reaction: reactants, conditions, products, and yield Reactants: C(C1=CC=CC=C1)[C@H](C(=O)O)CC[C@@H](C(=O)N[C@@H]1C(N2[C@@H](SCC1)CCC[C@H]2C(=O)OC)=O)CC2=CC=CC=C2 ((2R,5R)-2,5-Dibenzyl-6-((4S,7S,10aS)-7-(methoxycarbonyl)-5-oxooctahydro-2H-pyrido[2,1-b][1,3]thiazepin-4-ylamino)-6-oxohexanoic acid), N[C@@H]1C(N2[C@@H](SCC1)CC[C@H](C2)C(F)(F)F)=O ((4S,8R,10aS)-4-Amino-8-(trifluoromethyl)hexahydro-2H-pyrido[2,1-b][1,3]thiazepin-5(7H)-one). Product: C(C1=CC=CC=C1)[C@H](C(=O)N[C@@H]1C(N2[C@@H](SCC1)CCC[C@H]2C(=O)OC)=O)CC[C@@H](C(N[C@@H]2C(N1[C@@H](SCC2)CC[C@H](C1)C(F)(F)F)=O)=O)CC1=CC=CC=C1 ((4S,7S,10aS)-Methyl 4-((2R,5R)-2,5-dibenzyl-6-oxo-6-((4S,8R,10aS)-5-oxo-8-(trifluoromethyl)octahydro-2H-pyrido[2,1-b][1,3]thiazepin-4-ylamino)hexanamido)-5-oxooctahydro-2H-pyrido[2,1-b][1,3]thiazepine-7-carboxylate), solid. The yield is 73.0%. RXN SMILES: [CH2:1]([C@@H:8]([CH2:12][CH2:13][C@H:14]([CH2:34][C:35]1[CH:40]=[CH:39][CH:38]=[CH:37][CH:36]=1)[C:15]([NH:17][C@H:18]1[CH2:24][CH2:23][S:22][C@H:21]2[CH2:25][CH2:26][CH2:27][C@@H:28]([C:29]([O:31][CH3:32])=[O:30])[N:20]2[C:19]1=[O:33])=[O:16])[C:9](O)=[O:10])[C:2]1[CH:7]=[CH:6][CH:5]=[CH:4][CH:3]=1.[NH2:41][C@H:42]1[CH2:48][CH2:47][S:46][C@H:45]2[CH2:49][CH2:50][C@@H:51]([C:53]([F:56])([F:55])[F:54])[CH2:52][N:44]2[C:43]1=[O:57]>>[CH2:34]([C@@H:14]([CH2:13][CH2:12][C@H:8]([CH2:1][C:2]1[CH:7]=[CH:6][CH:5]=[CH:4][CH:3]=1)[C:9](=[O:10])[NH:41][C@H:42]1[CH2:48][CH2:47][S:46][C@H:45]2[CH2:49][CH2:50][C@@H:51]([C:53]([F:55])([F:54])[F:56])[CH2:52][N:44]2[C:43]1=[O:57])[C:15]([NH:17][C@H:18]1[CH2:24][CH2:23][S:22][C@H:21]2[CH2:25][CH2:26][CH2:27][C@@H:28]([C:29]([O:31][CH3:32])=[O:30])[N:20]2[C:19]1=[O:33])=[O:16])[C:35]1[CH:36]=[CH:37][CH:38]=[CH:39][CH:40]=1. Reported procedure: (4S,7S,10aS)-Methyl 4-((2R,5R)-2,5-dibenzyl-6-oxo-6-((4S,8R,10aS)-5-oxo-8-(trifluoromethyl)octahydro-2H-pyrido[2,1-b][1,3]thiazepin-4-ylamino)hexanamido)-5-oxooctahydro-2H-pyrido[2,1-b][1,3]thiazepine-7-carboxylate was synthesized as described in General Procedure H using Intermediate 23 (15 mg, 0.026 mmol) and Intermediate 61 (8.5 mg, 0.032 mmol) to give a white solid (16 mg, 73% yield). Anal. Calcd. for C41H51F3N4O6S2 m/z 816.4. found: 817.3 (M+H)+; 1H NMR (400 MHz, CDCl3) δ ppm 7.43 (d, J=7.0...